From a dataset of the Open Reaction Database (ORD), a public repository of structured organic reaction records. describe an organic reaction: reactants, conditions, products, and yield Reactants: ClCCNCCCl, Cl, Nc1ccc(Cl)c(C(=O)NCC23CC4CC(CC(C4)C2)C3)c1, Cc1ccccc1C. Yields the product O=C(NCC12CC3CC(CC(C3)C1)C2)c1cc(N2CCNCC2)ccc1Cl. Reaction SMILES: [Cl:24][CH2:25][CH2:26][NH:27][CH2:28][CH2:29][Cl:30].[ClH:23].[NH2:1][c:2]1[cH:3][cH:4][c:5]([Cl:22])[c:6]([C:7](=[O:8])[NH:9][CH2:10][C:11]23[CH2:12][CH:13]4[CH2:14][CH:15]([CH2:16][CH:17]([CH2:18]2)[CH2:19]4)[CH2:20]3)[cH:21]1.[c:31]1([CH3:32])[c:33]([CH3:34])[cH:35][cH:36][cH:37][cH:38]1>>[N:1]1([c:2]2[cH:3][cH:4][c:5]([Cl:22])[c:6]([C:7](=[O:8])[NH:9][CH2:10][C:11]34[CH2:12][CH:13]5[CH2:14][CH:15]([CH2:16][CH:17]([CH2:18]3)[CH2:19]5)[CH2:20]4)[cH:21]2)[CH2:25][CH2:26][NH:27][CH2:28][CH2:29]1. Starting materials: CC(C)(C)OC(=O)NCCc1ccc(O)cc1, CC(C)(C)OC(=O)NCCc1ccc(OS(=O)(=O)c2ccc(F)cc2)cc1, [N-]=[N+]=NS(=O)(=O)c1ccc(F)cc1, [H-], [Na+], CN(C)C=O. The product is CC(C)(C)OC(=O)NCCc1ccc(Oc2ccc(S(=O)(=O)N=[N+]=[N-])cc2)cc1. As a reaction SMILES: [C:1]([CH3:2])([CH3:3])([CH3:4])[O:5][C:6]([NH:7][CH2:8][CH2:9][c:10]1[cH:11][cH:12][c:13]([OH:16])[cH:14][cH:15]1)=[O:17].[C:33]([O:34][C:35](=[O:36])[NH:37][CH2:38][CH2:39][c:40]1[cH:41][cH:42][c:43]([O:44][S:45]([c:46]2[cH:47][cH:48][c:49]([F:50])[cH:51][cH:52]2)(=[O:53])=[O:54])[cH:55][cH:56]1)([CH3:57])([CH3:58])[CH3:59].[F:20][c:21]1[cH:22][cH:23][c:24]([S:27](=[O:28])(=[O:29])[N:30]=[N+:31]=[N-:32])[cH:25][cH:26]1.[H-:19].[Na+:18].[O:60]=[CH:61][N:62]([CH3:63])[CH3:64]>>[C:1]([CH3:2])([CH3:3])([CH3:4])[O:5][C:6]([NH:7][CH2:8][CH2:9][c:10]1[cH:11][cH:12][c:13]([O:16][c:21]2[cH:22][cH:23][c:24]([S:27](=[O:28])(=[O:29])[N:30]=[N+:31]=[N-:32])[cH:25][cH:26]2)[cH:14][cH:15]1)=[O:17]. Starting materials: CC(C)n1ncnc1-c1cn2c(n1)-c1ccc(Br)cc1OCC2, CC1(C)OB(c2cn[nH]c2)OC1(C)C, CS(C)=O. Yields the product CC(C)n1ncnc1-c1cn2c(n1)-c1ccc(-c3cn[nH]c3)cc1OCC2. As a reaction SMILES: [Br:1][c:2]1[cH:3][c:4]2[c:5]([cH:22][cH:23]1)-[c:6]1[n:7]([cH:11][c:12](-[c:14]3[n:15][cH:16][n:17][n:18]3[CH:19]([CH3:20])[CH3:21])[n:13]1)[CH2:8][CH2:9][O:10]2.[CH3:24][C:25]1([CH3:26])[C:27]([CH3:28])([CH3:29])[O:30][B:31]([c:32]2[cH:33][n:34][nH:35][cH:36]2)[O:37]1.[CH3:38][S:39]([CH3:40])=[O:41]>>[c:2]1(-[c:32]2[cH:33][n:34][nH:35][cH:36]2)[cH:3][c:4]2[c:5]([cH:22][cH:23]1)-[c:6]1[n:7]([cH:11][c:12](-[c:14]3[n:15][cH:16][n:17][n:18]3[CH:19]([CH3:20])[CH3:21])[n:13]1)[CH2:8][CH2:9][O:10]2. As a reaction SMILES: [C:21](=[O:22])([OH:23])[O-:24].[CH3:1][c:2]1[cH:3][c:4]([O:8][c:9]2[cH:10][c:11]([CH2:15][OH:16])[cH:12][cH:13][cH:14]2)[n:5][cH:6][cH:7]1.[Cl:26][CH2:27][Cl:28].[Na+:25].[S:17]([Cl:18])([Cl:19])=[O:20]>>[CH3:1][c:2]1[cH:3][c:4]([O:8][c:9]2[cH:10][c:11]([CH2:15][Cl:19])[cH:12][cH:13][cH:14]2)[n:5][cH:6][cH:7]1. The reactants are O=C([O-])O, Cc1ccnc(Oc2cccc(CO)c2)c1, ClCCl, [Na+], O=S(Cl)Cl. Product: Cc1ccnc(Oc2cccc(CCl)c2)c1.